This data is from the Open Reaction Database (ORD), a public repository of structured organic reaction records. The task is: describe an organic reaction: reactants, conditions, products, and yield Starting materials: ClC1=CC(=C(C=C1OC(C)C)N1C(=NC(=CC1=O)C(C(F)(F)F)(F)F)OC)F (1-(4-chloro-2-fluoro-5-isopropoxyphenyl)-2-methoxy-4-pentafluoroethyl-6(1H)-pyrimidinone), S(O)(O)(=O)=O (sulphuric acid). Yields the product ClC1=CC(=C(C=C1O)N1C(=NC(=CC1=O)C(C(F)(F)F)(F)F)OC)F (1-(4-chloro-2-fluoro-5-hydroxyphenyl)-2-methoxy-4-pentafluoroethyl-6(1H)-pyrimidinone). As a reaction SMILES: [Cl:1][C:2]1[C:7]([O:8]C(C)C)=[CH:6][C:5]([N:12]2[C:17](=[O:18])[CH:16]=[C:15]([C:19]([F:25])([F:24])[C:20]([F:23])([F:22])[F:21])[N:14]=[C:13]2[O:26][CH3:27])=[C:4]([F:28])[CH:3]=1.S(=O)(=O)(O)O>>[Cl:1][C:2]1[C:7]([OH:8])=[CH:6][C:5]([N:12]2[C:17](=[O:18])[CH:16]=[C:15]([C:19]([F:24])([F:25])[C:20]([F:23])([F:21])[F:22])[N:14]=[C:13]2[O:26][CH3:27])=[C:4]([F:28])[CH:3]=1. Procedure details: using 1-(4-chloro-2-fluoro-5-isopropoxyphenyl)-2-methoxy-4-pentafluoroethyl-6(1H)-pyrimidinone with concentrated sulphuric acid at room temperature during 20 minutes there is obtained 1-(4-chloro-2-fluoro-5-hydroxyphenyl)-2-methoxy-4-pentafluoroethyl-6(1H)-pyrimidinone. m.p. 143°-145° C.;